Dataset: the Open Reaction Database (ORD), a public repository of structured organic reaction records. Task: describe an organic reaction: reactants, conditions, products, and yield The reactants are BrN1C(CCC1=O)=O (1-Bromo-2,5-pyrrolidinedione), ClC=1C=C2C(=C(N(C2=CC1)CC(=O)O)C)C1=CC=NC2=CC(=CC=C12)Cl ([5-chloro-3-(7-chloroquinolin-4-yl)-2-methyl-1H-indol-1-yl]acetic acid), C(C)(=O)O (acetic acid). Run in ClCCCl (1,2-dichloroethane). Product: C(C)(=O)OCC=1N(C2=CC=C(C=C2C1C1=CC=NC2=CC(=CC=C12)Cl)Cl)CC(=O)O (2-[(Acetyloxy)methyl]-5-chloro-3-(7-chloro-4-quinolinyl)-1H-indole-1-acetic acid). RXN SMILES: BrN1C(=O)CCC1=O.[Cl:9][C:10]1[CH:11]=[C:12]2[C:16](=[CH:17][CH:18]=1)[N:15]([CH2:19][C:20]([OH:22])=[O:21])[C:14]([CH3:23])=[C:13]2[C:24]1[C:33]2[C:28](=[CH:29][C:30]([Cl:34])=[CH:31][CH:32]=2)[N:27]=[CH:26][CH:25]=1.[C:35]([OH:38])(=[O:37])[CH3:36]>ClCCCl>[C:35]([O:38][CH2:23][C:14]1[N:15]([CH2:19][C:20]([OH:22])=[O:21])[C:16]2[C:12]([C:13]=1[C:24]1[C:33]3[C:28](=[CH:29][C:30]([Cl:34])=[CH:31][CH:32]=3)[N:27]=[CH:26][CH:25]=1)=[CH:11][C:10]([Cl:9])=[CH:18][CH:17]=2)(=[O:37])[CH3:36]. Reported procedure: 1-Bromo-2,5-pyrrolidinedione (50 mg) was added to a solution of the product from Example 27 step b) (0.1 g) in 1,2-dichloroethane (5 ml) and acetic acid (2 ml), and the solution stirred for 1 hour. The solvents were evaporated in vacuo and the residue purified by reverse phase HPLC. After evaporation in vacuo the oily residue was treated with ether to give a solid, which was filtered and dried to yield the title compound as a white solid (40 mg).